From a dataset of the Open Reaction Database (ORD), a public repository of structured organic reaction records. describe an organic reaction: reactants, conditions, products, and yield Starting materials: O=C(O)c1cc([N+](=O)[O-])ccc1Br, COc1ccccc1S, [Cu], [K+], [OH-], O. Product: COc1ccccc1Sc1ccc([N+](=O)[O-])cc1C(=O)O. As a reaction SMILES: [Br:12][c:13]1[c:14]([C:15](=[O:16])[OH:17])[cH:18][c:19]([N+:22](=[O:23])[O-:24])[cH:20][cH:21]1.[CH3:1][O:2][c:3]1[c:4]([SH:9])[cH:5][cH:6][cH:7][cH:8]1.[Cu:26].[K+:11].[OH-:10].[OH2:25]>>[CH3:1][O:2][c:3]1[c:4]([S:9][c:13]2[c:14]([C:15](=[O:16])[OH:17])[cH:18][c:19]([N+:22](=[O:23])[O-:24])[cH:20][cH:21]2)[cH:5][cH:6][cH:7][cH:8]1.